Dataset: the Open Reaction Database (ORD), a public repository of structured organic reaction records. Task: describe an organic reaction: reactants, conditions, products, and yield Reactants: Cc1nc(NC(=O)OC(C)(C)C)ccc1CBr, CCOC(=O)CC(=O)OCC, CCOC(C)=O, [H-], [Na+], CN(C)C=O. The product is CCOC(=O)C(Cc1ccc(NC(=O)OC(C)(C)C)nc1C)C(=O)OCC. As a reaction SMILES: [C:14]([CH3:15])([CH3:16])([CH3:17])[O:18][C:19]([NH:20][c:21]1[n:22][c:23]([CH3:29])[c:24]([CH2:27][Br:28])[cH:25][cH:26]1)=[O:30].[C:1]([CH2:2][C:3](=[O:4])[O:5][CH2:6][CH3:7])(=[O:8])[O:9][CH2:10][CH3:11].[CH3:31][CH2:32][O:33][C:34]([CH3:35])=[O:36].[H-:13].[Na+:12].[O:37]=[CH:38][N:39]([CH3:40])[CH3:41]>>[C:1]([CH:2]([C:3](=[O:4])[O:5][CH2:6][CH3:7])[CH2:27][c:24]1[c:23]([CH3:29])[n:22][c:21]([NH:20][C:19]([O:18][C:14]([CH3:15])([CH3:16])[CH3:17])=[O:30])[cH:26][cH:25]1)(=[O:8])[O:9][CH2:10][CH3:11]. The reactants are C(=O)(C(F)(F)F)O (TFA), C(C)(C)(C)OC(NCCC=1OC(=NN1)C)=O ([2-(5-methyl-[1,3,4]oxadiazol-2-yl)-ethyl]-carbamic acid tert-butyl ester). Solvent: C(Cl)Cl (DCM). The product is CC1=NN=C(O1)CCN (2-(5-Methyl-[1,3,4]oxadiazol-2-yl)-ethylamine). As a reaction SMILES: C(O)(C(F)(F)F)=O.C(OC(=O)[NH:14][CH2:15][CH2:16][C:17]1[O:18][C:19]([CH3:22])=[N:20][N:21]=1)(C)(C)C>C(Cl)Cl>[CH3:22][C:19]1[O:18][C:17]([CH2:16][CH2:15][NH2:14])=[N:21][N:20]=1. Procedure: TFA (1 ml) is added to a stirred solution of [2-(5-methyl-[1,3,4]oxadiazol-2-yl)-ethyl]-carbamic acid tert-butyl ester (0.077 g, 0.34 mmol) in DCM (5 ml). After 1 hour at room temperature the solvents are removed. The residue is dissolved in DCM and washed with 4M aqueous NaOH solution. The organic extract is separated, dried (MgSO4) and the solvent removed to give the titled compound.